From a dataset of the Open Reaction Database (ORD), a public repository of structured organic reaction records. describe an organic reaction: reactants, conditions, products, and yield Reactants: CC(=O)OCC1=C(N2[C@@H]([C@@H](C2=O)N)SC1)C(=O)O (7β-aminocephalosporanic acid), O=C(CC(=O)N[C@H]1[C@@H]2N(C(=C(CS2)COC(C)=O)C(=O)O)C1=O)CC (7β-(3-oxovaleramido)-3-acetoxymethylceph-3-em-4-carboxylic acid), N(=O)[O-].[Na+] (sodium nitrite), O=C(C(=O)N[C@H]1[C@@H]2N(C(=C(CS2)COC(C)=O)C(=O)O)C1=O)CCC (7β-(2-oxovaleramido)-3-acetoxymethylceph-3-em-4carboxylic acid), 7β-(2-hydroxyimido-3-oxovaleramido)-3-acetoxymethylceph-3-em-4-carboxylic acid, [Cl-].[Na+] (sodium chloride), N,O-bistrimethylsilylacetamide, CC1(OC(C(C(O1)=O)C(CC)=O)=O)C (2,2-dimethyl-4,6-dioxo-5-propanoyl-1,3-dioxane). Solvent: O1CCCC1.O (tetrahydrofuran water), C(C)(=O)O (acetic acid), O (water), O1CCCC1 (tetrahydrofuran), C(C)(=O)OCC (ethyl acetate). Conditions: time 2 hour. Product: ON=C(C(=O)N[C@H]1[C@@H]2N(C(=C(CS2)COC(C)=O)C(=O)O)C1=O)C(CC)=O (7β-(2-hydroxyimino-3-oxovaleramido)-3-acetoxymethylceph-3-em-4-carboxylic acid). As a reaction SMILES: CC(OCC1CS[C@@H]2[C@H](N)C(=O)N2C=1C(O)=O)=O.CC1(C)OC(=O)C(C(=O)CC)C(=O)O1.O=C(CCC)C(N[C@@H]1C(=O)N2C(C(O)=O)=C(COC(=O)C)CS[C@H]12)=O.[O:58]=[C:59]([CH2:81][CH3:82])[CH2:60][C:61]([NH:63][C@@H:64]1[C:79](=[O:80])[N:66]2[C:67]([C:76]([OH:78])=[O:77])=[C:68]([CH2:71][O:72][C:73](=[O:75])[CH3:74])[CH2:69][S:70][C@H:65]12)=[O:62].[N:83]([O-])=[O:84].[Na+].[Cl-].[Na+]>C(O)(=O)C.O1CCCC1.O.C(OCC)(=O)C.O.O1CCCC1>[OH:84][N:83]=[C:60]([C:59](=[O:58])[CH2:81][CH3:82])[C:61]([NH:63][C@@H:64]1[C:79](=[O:80])[N:66]2[C:67]([C:76]([OH:78])=[O:77])=[C:68]([CH2:71][O:72][C:73](=[O:75])[CH3:74])[CH2:69][S:70][C@H:65]12)=[O:62] |f:4.5,6.7,9.10|. Reported procedure: A suspension of 8.2 g. 7β-aminocephalosporanic acid in 100 ml. of tetrahydrofuran and 24 ml. of N,O-bistrimethylsilylacetamide is heated to reflux and stirred for two hours to yield a limpid solution. 6 grams of 2,2-dimethyl-4,6-dioxo-5-propanoyl-1,3-dioxane are added and the mixture is stirred for 3 hours at reflux and then cooled to room temperature and evaporated to dryness. The residue is dissolved in 300 ml. of ethyl acetate and 200 ml. of water. The insoluble phase is filtered off and sepa... Starting materials: NC1=C(C(=O)NC2=C(C=C(C=C2)C)C)C=C(C=C1)[N+](=O)[O-] (N-(2-amino-5-nitrobenzoyl)-2,4-dimethylaniline), N1=CC=CC=C1 (pyridine), FCC(=O)Cl (fluoracetyl chloride). Solvent: O1CCCC1 (tetrahydrofuran). Reaction conditions: time 5 hour. Yields the product FCC(=O)NC1=C(C(=O)NC2=C(C=C(C=C2)C)C)C=C(C=C1)[N+](=O)[O-] (N-(2-fluoroacetamido-5-nitrobenzoyl)-2,4-dimethylaniline). The yield is 88.8%. As a reaction SMILES: [NH2:1][C:2]1[CH:18]=[CH:17][C:16]([N+:19]([O-:21])=[O:20])=[CH:15][C:3]=1[C:4]([NH:6][C:7]1[CH:12]=[CH:11][C:10]([CH3:13])=[CH:9][C:8]=1[CH3:14])=[O:5].N1C=CC=CC=1.[F:28][CH2:29][C:30](Cl)=[O:31]>O1CCCC1>[F:28][CH2:29][C:30]([NH:1][C:2]1[CH:18]=[CH:17][C:16]([N+:19]([O-:21])=[O:20])=[CH:15][C:3]=1[C:4]([NH:6][C:7]1[CH:12]=[CH:11][C:10]([CH3:13])=[CH:9][C:8]=1[CH3:14])=[O:5])=[O:31]. Procedure details: 4.0 g of N-(2-amino-5-nitrobenzoyl)-2,4-dimethylaniline and 2.36 g of pyridine are dissolved in 50 ml of tetrahydrofuran, and 2.18 g of fluoracetyl chloride are added dropwise thereto under ice-cooling. The mixture is then stirred at room temperature for 5 hours. The mixture is concentrated under reduced pressure to remove tetrahydrofuran, and 100 ml of water are added to the residue. Crystalline precipitates are collected by filtration and recrystallized from a mixture of dimethylformamide and ... As a reaction SMILES: [CH3:28][c:29]1[cH:30][cH:31][cH:32][cH:33][cH:34]1.[Cl:12][CH2:13][Cl:14].[Cl:21][C:22](=[O:23])[O:24][CH:25]([CH3:26])[CH3:27].[F:1][c:2]1[c:3]([CH:4]=[O:5])[c:6]([F:11])[cH:7][c:8]([OH:10])[cH:9]1.[OH2:35].[cH:15]1[cH:16][cH:17][n:18][cH:19][cH:20]1>>[F:1][c:2]1[c:3]([CH:4]=[O:5])[c:6]([F:11])[cH:7][c:8]([O:10][C:22](=[O:23])[O:24][CH:25]([CH3:26])[CH3:27])[cH:9]1. Yields the product CC(C)OC(=O)Oc1cc(F)c(C=O)c(F)c1. Reactants: Cc1ccccc1, ClCCl, CC(C)OC(=O)Cl, O=Cc1c(F)cc(O)cc1F, O, c1ccncc1. RXN SMILES: [CH3:35][C:36](=[O:37])[CH3:38].[ClH:34].[O:1]1[CH2:3][CH2:2][O:4][C:5]12[CH2:6][CH2:7][CH:8]([n:11]1[n:12][c:13](-[c:21]3[cH:22][cH:23][c:24]([O:27][c:28]4[cH:29][cH:30][cH:31][cH:32][cH:33]4)[cH:25][cH:26]3)[c:14]3[c:15]1[n:16][cH:17][n:18][c:19]3[NH2:20])[CH2:9][CH2:10]2>>[O:4]=[C:5]1[CH2:6][CH2:7][CH:8]([n:11]2[n:12][c:13](-[c:21]3[cH:22][cH:23][c:24]([O:27][c:28]4[cH:29][cH:30][cH:31][cH:32][cH:33]4)[cH:25][cH:26]3)[c:14]3[c:15]2[n:16][cH:17][n:18][c:19]3[NH2:20])[CH2:9][CH2:10]1. Product: Nc1ncnc2c1c(-c1ccc(Oc3ccccc3)cc1)nn2C1CCC(=O)CC1. The reactants are CC(C)=O, Cl, Nc1ncnc2c1c(-c1ccc(Oc3ccccc3)cc1)nn2C1CCC2(CC1)OCCO2. Starting materials: C(=O)C1=NNC2=CC(=CC=C12)C#N (3-formyl-1H-indazole-6-carbonitrile), N1=CC=C(C=C1)C (4-picoline), C(C)(=O)OC(C)=O (acetic anhydride). The product is C(C)(=O)N1N=C(C2=CC=C(C=C12)C#N)\C=C\C1=CC=NC=C1 ((E)-1-acetyl-3-(2-(pyridin-4-yl)vinyl)-1H-indazole-6-carbonitrile). As a reaction SMILES: [CH:1]([C:3]1[C:11]2[C:6](=[CH:7][C:8]([C:12]#[N:13])=[CH:9][CH:10]=2)[NH:5][N:4]=1)=O.[N:14]1[CH:19]=[CH:18][C:17]([CH3:20])=[CH:16][CH:15]=1.[C:21](OC(=O)C)(=[O:23])[CH3:22]>>[C:21]([N:5]1[C:6]2[C:11](=[CH:10][CH:9]=[C:8]([C:12]#[N:13])[CH:7]=2)[C:3](/[CH:1]=[CH:20]/[C:17]2[CH:18]=[CH:19][N:14]=[CH:15][CH:16]=2)=[N:4]1)(=[O:23])[CH3:22]. Procedure: To a mixture of 3-formyl-1H-indazole-6-carbonitrile (1.14 g, 6.67 mmol) and 4-picoline (2 mL) was added acetic anhydride (2 mL). The resulting mixture was stirred to make a homogeneous solution and then irradiated 10 min at 100° C. by microwave. After cooling to rt, the mixture was poured onto ice/H2O (50 mL) and stirred for 10 min, sonicated for 2 min, then stirred for 10 min and suction filtered to give the crude (E)-1-acetyl-3-(2-(pyridin-4-yl)vinyl)-1H-indazole-6-carbonitrile as a dark brown... The reactants are COB(OC)OC, CCCCCC, CN(C)CCN(C)C, COc1cccc(C(F)(F)F)c1, [Li]CCCC, N. The product is COc1cccc(C(F)(F)F)c1O. As a reaction SMILES: [CH3:18][O:19][B:20]([O:21][CH3:22])[O:23][CH3:24].[CH3:26][CH2:27][CH2:28][CH2:29][CH2:30][CH3:31].[CH3:32][N:33]([CH2:34][CH2:35][N:36]([CH3:37])[CH3:38])[CH3:39].[F:6][C:7]([c:8]1[cH:9][c:10]([O:14][CH3:15])[cH:11][cH:12][cH:13]1)([F:16])[F:17].[Li:1][CH2:2][CH2:3][CH2:4][CH3:5].[NH3:25]>>[F:6][C:7]([c:8]1[c:9]([OH:19])[c:10]([O:14][CH3:15])[cH:11][cH:12][cH:13]1)([F:16])[F:17]. The reactants are CC(CN1N=C(C=C1)NC(=O)C1NC(C(C1C1=C(C(=CC=C1)Cl)F)(C#N)C1=C(C=C(C=C1)Cl)F)CC(C)(C)C)(C)OC[C@H]1OC1 (rac-(2R,3S,4R,5S)-3-(3-chloro-2-fluoro-phenyl)-4-(4-chloro-2-fluoro-phenyl)-4-cyano-5-(2,2-dimethylpropyl)-pyrrolidine-2-carboxylic acid {1-[2-methyl-2-((S)-1-oxiranylmethoxy)-propyl]-1H-pyrazol-3-yl}-amide), C(C)(C)O (isopropyl alcohol), [OH-].[NH4+] (ammonium hydroxide). Solvent: C(Cl)Cl (CH2Cl2). The yield is 24.1%. As a reaction SMILES: [CH3:1][C:2]([O:41][CH2:42][C@@H:43]1[CH2:45][O:44]1)([CH3:40])[CH2:3][N:4]1[CH:8]=[CH:7][C:6]([NH:9][C:10]([CH:12]2[CH:16]([C:17]3[CH:22]=[CH:21][CH:20]=[C:19]([Cl:23])[C:18]=3[F:24])[C:15]([C:27]3[CH:32]=[CH:31][C:30]([Cl:33])=[CH:29][C:28]=3[F:34])([C:25]#[N:26])[CH:14]([CH2:35][C:36]([CH3:39])([CH3:38])[CH3:37])[NH:13]2)=[O:11])=[N:5]1.C(O)(C)C.[OH-].[NH4+:51]>C(Cl)Cl>[NH2:51][CH2:45][C@H:43]([OH:44])[CH2:42][O:41][C:2]([CH3:1])([CH3:40])[CH2:3][N:4]1[CH:8]=[CH:7][C:6]([NH:9][C:10]([CH:12]2[CH:16]([C:17]3[CH:22]=[CH:21][CH:20]=[C:19]([Cl:23])[C:18]=3[F:24])[C:15]([C:27]3[CH:32]=[CH:31][C:30]([Cl:33])=[CH:29][C:28]=3[F:34])([C:25]#[N:26])[CH:14]([CH2:35][C:36]([CH3:38])([CH3:39])[CH3:37])[NH:13]2)=[O:11])=[N:5]1 |f:2.3|. Procedure details: A mixture of rac-(2R,3S,4R,5S)-3-(3-chloro-2-fluoro-phenyl)-4-(4-chloro-2-fluoro-phenyl)-4-cyano-5-(2,2-dimethylpropyl)-pyrrolidine-2-carboxylic acid {1-[2-methyl-2-((S)-1-oxiranylmethoxy)-propyl]-1H-pyrazol-3-yl}-amide (203 mg, 0.307 mmol), isopropyl alcohol (2 mL), and ammonium hydroxide (2.5 mL) was microwaved at 130° C. for 15 min. The mixture was then diluted with CH2Cl2 and washed with water, brine. The organic phase was separated, filtered and dried over Na2SO4. The mixture was then conce... The product is NC[C@@H](COC(CN1N=C(C=C1)NC(=O)C1NC(C(C1C1=C(C(=CC=C1)Cl)F)(C#N)C1=C(C=C(C=C1)Cl)F)CC(C)(C)C)(C)C)O (rac-(2R,3S,4R,5S)-3-(3-chloro-2-fluoro-phenyl)-4-(4-chloro-2-fluoro-phenyl)-4-cyano-5-(2,2-dimethyl-propyl)-pyrrolidine-2-carboxylic acid {1-[2-((S)-3-amino-2-hydroxy-propoxy)-2-methyl-propyl]-1H-pyrazol-3-yl}-amide). Starting materials: Cl (hydrochloric acid), C(CC(=O)O)(=O)O (malonic acid), C(\C=C\C1=CC=CC=C1)=O (trans-cinnamaldehyde), N1CCCCC1 (Piperidine). Solvent: N1=CC=CC=C1 (pyridine). Conditions: temperature 115 celsius, time 26 hour. Yields the product C(C=CC1=CC=CC=C1)=CC(=O)O (cinnamylidene acetic acid). RXN SMILES: [C:1](O)(=O)[CH2:2][C:3]([OH:5])=[O:4].C(=O)/[CH:9]=[CH:10]/[C:11]1[CH:16]=[CH:15][CH:14]=[CH:13][CH:12]=1.N1CCCCC1.Cl>N1C=CC=CC=1>[CH:1](=[CH:2][C:3]([OH:5])=[O:4])[CH:9]=[CH:10][C:11]1[CH:16]=[CH:15][CH:14]=[CH:13][CH:12]=1. Procedure: Cinnamylidene acetic acid was synthesized according to the method described in U.S. Pat. No. 3,257,664, the disclosure of which is incorporated herein by reference. In general, 104 gms of malonic acid (Aldrich), 126 ml of trans-cinnamaldehyde and 90 ml of pyridine were mixed and exposed to slight heating for complete solubilization of the reaction mixture. Piperidine (0.25 ml) was then added, and the mixture was allowed to stand at room temperature for approximately 26 hours. The reaction mixtur... Starting materials: CCN(C(C)C)C(C)C, NNc1ccc(-c2ccc(Cl)cc2)nn1, CCOC(=O)Cl, C1COCCO1. Product: CCOC(=O)NNc1ccc(-c2ccc(Cl)cc2)nn1. Reaction SMILES: [CH:16]([N:17]([CH:18]([CH3:19])[CH3:20])[CH2:21][CH3:22])([CH3:23])[CH3:24].[Cl:1][c:2]1[cH:3][cH:4][c:5](-[c:8]2[cH:9][cH:10][c:11]([NH:14][NH2:15])[n:12][n:13]2)[cH:6][cH:7]1.[Cl:25][C:26](=[O:27])[O:28][CH2:29][CH3:30].[O:31]1[CH2:32][CH2:33][O:34][CH2:35][CH2:36]1>>[Cl:1][c:2]1[cH:3][cH:4][c:5](-[c:8]2[cH:9][cH:10][c:11]([NH:14][NH:15][C:26](=[O:27])[O:28][CH2:29][CH3:30])[n:12][n:13]2)[cH:6][cH:7]1. Reactants: CCOC(=O)Cl, Nc1nc2c(s1)CCCC2, O, c1ccncc1. Product: CCOC(=O)Nc1nc2c(s1)CCCC2. RXN SMILES: [Cl:11][C:12](=[O:13])[O:14][CH2:15][CH3:16].[NH2:1][c:2]1[s:3][c:4]2[c:5]([n:6]1)[CH2:7][CH2:8][CH2:9][CH2:10]2.[OH2:17].[cH:18]1[cH:19][cH:20][n:21][cH:22][cH:23]1>>[NH:1]([c:2]1[s:3][c:4]2[c:5]([n:6]1)[CH2:7][CH2:8][CH2:9][CH2:10]2)[C:12](=[O:13])[O:14][CH2:15][CH3:16].